Dataset: the Open Reaction Database (ORD), a public repository of structured organic reaction records. Task: describe an organic reaction: reactants, conditions, products, and yield The reactants are CCO, CC(C)n1cc(-c2ccc(Oc3ccccc3[N+](=O)[O-])cc2)c2c(N)ncnc21, O=C[O-], [NH4+]. Product: CC(C)n1cc(-c2ccc(Oc3ccccc3N)cc2)c2c(N)ncnc21. Reaction SMILES: [CH3:34][CH2:35][OH:36].[CH:1]([CH3:2])([CH3:3])[n:4]1[cH:5][c:6](-[c:14]2[cH:15][cH:16][c:17]([O:20][c:21]3[c:22]([N+:27]([O-:28])=[O:29])[cH:23][cH:24][cH:25][cH:26]3)[cH:18][cH:19]2)[c:7]2[c:8]1[n:9][cH:10][n:11][c:12]2[NH2:13].[CH:30]([O-:31])=[O:32].[NH4+:33]>>[CH:1]([CH3:2])([CH3:3])[n:4]1[cH:5][c:6](-[c:14]2[cH:15][cH:16][c:17]([O:20][c:21]3[c:22]([NH2:27])[cH:23][cH:24][cH:25][cH:26]3)[cH:18][cH:19]2)[c:7]2[c:8]1[n:9][cH:10][n:11][c:12]2[NH2:13]. Starting materials: C(C1=CC=CC=C1)OC(=O)N[C@@H]1[C@H](CCCC1)C(=O)OC (methyl (1S,2S)-2-benzyloxycarbonylaminocyclohexanecarboxylate), 38a, ICC (iodoethane), C(C)(C)NC(C)C (N-isopropylpropan-2-amine), C(CCC)[Li] (n-butyllithium). Solvent: C1CCOC1 (THF), C1CCOC1 (THF). Run at temperature -78 celsius, time 10 minute. The product is C(C1=CC=CC=C1)OC(=O)N[C@@H]1[C@@](CCCC1)(C(=O)OC)CC ((1R,2S)-methyl 2-(benzyloxycarbonylamino)-1-ethylcyclohexanecarboxylate). Yield: 63.0%. Reaction SMILES: [CH:1](NC(C)C)(C)[CH3:2].C([Li])CCC.[CH2:13]([O:20][C:21]([NH:23][C@H:24]1[CH2:29][CH2:28][CH2:27][CH2:26][C@@H:25]1[C:30]([O:32][CH3:33])=[O:31])=[O:22])[C:14]1[CH:19]=[CH:18][CH:17]=[CH:16][CH:15]=1.ICC>C1COCC1>[CH2:13]([O:20][C:21]([NH:23][C@H:24]1[CH2:29][CH2:28][CH2:27][CH2:26][C@@:25]1([CH2:1][CH3:2])[C:30]([O:32][CH3:33])=[O:31])=[O:22])[C:14]1[CH:15]=[CH:16][CH:17]=[CH:18][CH:19]=1. Procedure details: To a cold (−78° C.) solution of N-isopropylpropan-2-amine (0.77 mL, 5.49 mmol) in THF (7 mL) was added, dropwise, n-butyllithium (3.43 mL of 1.6 M solution, 5.49 mmol). The mixture was stirred at −78° C. for 10 minutes. Then a solution of methyl (1S,2S)-2-benzyloxycarbonylaminocyclohexanecarboxylate, 38a, (0.40 g, 1.37 mmol) in THF (2.5 mL) was added over a period of 3 minutes. After 15 minutes, the mixture was warmed slightly (−40° C.) for 15 minutes and recooled to −78° C. for a further 10 min...